describe an organic reaction: reactants, conditions, products, and yield From a dataset of the Open Reaction Database (ORD), a public repository of structured organic reaction records. Starting materials: BrCCC(C(=O)O)C1=CC=CC=C1 ((RS)-4-Bromo-2-phenylbutanoic acid), [H-].[Na+] (sodium hydride), [Na].C(C)S (ethanethiol sodium salt). The solvent is CN(C=O)C (dimethylformamide), CN(C=O)C (dimethylformamide). Run at time 2 hour. Yields the product C(C)SCCC(C(=O)O)C1=CC=CC=C1 ((RS)-4-(Ethylthio)-2-phenylbutanoic Acid). Yield: 89.2%. RXN SMILES: Br[CH2:2][CH2:3][CH:4]([C:8]1[CH:13]=[CH:12][CH:11]=[CH:10][CH:9]=1)[C:5]([OH:7])=[O:6].[H-].[Na+].[Na].[CH2:17]([SH:19])[CH3:18]>CN(C)C=O>[CH2:17]([S:19][CH2:2][CH2:3][CH:4]([C:8]1[CH:13]=[CH:12][CH:11]=[CH:10][CH:9]=1)[C:5]([OH:7])=[O:6])[CH3:18] |f:1.2,3.4,^1:15|. Procedure details: (RS)-4-Bromo-2-phenylbutanoic acid (prepared as described in Farmaco (pavia) Ed. Sci. 355 21(5) 1966) (2.43 g) in dimethylformamide (5 ml) was added to a stirred suspension of sodium hydride (0.33 g, as an 80% dispersion in oil) and ethanethiol sodium salt (1.26 g) in dimethylformamide (15 ml) at 0° C. The mixture was warmed to room temperature, stirred for 2 hours and evaporated. The residue was partitioned between water and ethylacetate, the aqueous layer acidified with concentrated hydrochlor...